This data is from the Open Reaction Database (ORD), a public repository of structured organic reaction records. The task is: describe an organic reaction: reactants, conditions, products, and yield Starting materials: CC(=O)O, O=C1c2ccccc2C(=O)N1C1C=C(c2ccncc2[N+](=O)[O-])CCC1. Product: Nc1cnccc1C1=CC(N2C(=O)c3ccccc3C2=O)CCC1. As a reaction SMILES: [C:27]([OH:28])(=[O:29])[CH3:30].[N+:1]([O-:2])(=[O:3])[c:4]1[cH:5][n:6][cH:7][cH:8][c:9]1[C:10]1=[CH:11][CH:12]([N:16]2[C:17](=[O:26])[c:18]3[cH:19][cH:20][cH:21][cH:22][c:23]3[C:24]2=[O:25])[CH2:13][CH2:14][CH2:15]1>>[NH2:1][c:4]1[cH:5][n:6][cH:7][cH:8][c:9]1[C:10]1=[CH:11][CH:12]([N:16]2[C:17](=[O:26])[c:18]3[cH:19][cH:20][cH:21][cH:22][c:23]3[C:24]2=[O:25])[CH2:13][CH2:14][CH2:15]1. Reactants: COC(=O)C=1N(C=C(C1)C(NC1CCN(CC1)C(C)C)=O)CC1=NOC(=C1)C=1SC(=CC1)Cl (1-[5-(5-chloro-thiophen-2-yl)-isoxazol-3-ylmethyl]-4-(1-isopropyl-piperidin-4-ylcarbamoyl)-1H-pyrrole-2-carboxylic acid methyl ester), LiOH monohydrate, C(=O)(C(F)(F)F)O (TFA). The solvent is C1CCOC1.O (THF water). Reaction conditions: temperature 45 celsius, time 2 hour. Yields the product ClC1=CC=C(S1)C1=CC(=NO1)CN1C(=CC(=C1)C(NC1CCN(CC1)C(C)C)=O)C(=O)O (1-[5-(5-Chloro-thiophen-2-yl)-isoxazol-3-ylmethyl]-4-(1-isopropyl-piperidin-4-ylcarbamoyl)-1H-pyrrole-2-carboxylic acid). Isolated yield 56.6%. Reaction SMILES: C[O:2][C:3]([C:5]1[N:6]([CH2:22][C:23]2[CH:27]=[C:26]([C:28]3[S:29][C:30]([Cl:33])=[CH:31][CH:32]=3)[O:25][N:24]=2)[CH:7]=[C:8]([C:10](=[O:21])[NH:11][CH:12]2[CH2:17][CH2:16][N:15]([CH:18]([CH3:20])[CH3:19])[CH2:14][CH2:13]2)[CH:9]=1)=[O:4].C(O)(C(F)(F)F)=O>C1COCC1.O>[Cl:33][C:30]1[S:29][C:28]([C:26]2[O:25][N:24]=[C:23]([CH2:22][N:6]3[CH:7]=[C:8]([C:10](=[O:21])[NH:11][CH:12]4[CH2:13][CH2:14][N:15]([CH:18]([CH3:20])[CH3:19])[CH2:16][CH2:17]4)[CH:9]=[C:5]3[C:3]([OH:4])=[O:2])[CH:27]=2)=[CH:32][CH:31]=1 |f:2.3|. Procedure: To a solution of 1-[5-(5-chloro-thiophen-2-yl)-isoxazol-3-ylmethyl]-4-(1-isopropyl-piperidin-4-ylcarbamoyl)-1H-pyrrole-2-carboxylic acid methyl ester (example 16, 60 mg) in 15 mL of THF/water(3:1) was added LiOH monohydrate (50 mg) The mixture was stirred for 2 h at 45° C. whereupon it was cooled to RT, acidified with TFA and concentrated. 1-[5-(5-Chloro-thiophen-2-yl)-isoxazol-3-ylmethyl]-4-(1-isopropyl-piperidin-4-ylcarbamoyl)-1H-pyrrole-2-carboxylic acid (33 mg) was obtained after HPLC purifi... The reactants are [F-].C(CCC)[N+](CCCC)(CCCC)CCCC (Tetra-n-butylammonium fluoride), FC=1C=C(C=CC1)C=1N(C=C2N(C(N(C(C21)=O)C)=O)C)COCC[Si](C)(C)C (5-(3-fluorophenyl)-1,3-dimethyl-6-((2-(trimethylsilyl)ethoxy)methyl)-1H-pyrrolo[3,4-d]pyrimidine-2,4(3H,6H)-dione). The solvent is C1CCOC1 (THF). Conditions: temperature 60 celsius, time 2 hour. Product: FC=1C=C(C=CC1)C=1NC=C2N(C(N(C(C21)=O)C)=O)C (5-(3-fluorophenyl)-1,3-dimethyl-1H-pyrrolo[3,4-d]pyrimidine-2,4(3H,6H)-dione). As a reaction SMILES: [F-].C([N+](CCCC)(CCCC)CCCC)CCC.[F:19][C:20]1[CH:21]=[C:22]([C:26]2[N:27](COCC[Si](C)(C)C)[CH:28]=[C:29]3[C:34]=2[C:33](=[O:35])[N:32]([CH3:36])[C:31](=[O:37])[N:30]3[CH3:38])[CH:23]=[CH:24][CH:25]=1>C1COCC1>[F:19][C:20]1[CH:21]=[C:22]([C:26]2[NH:27][CH:28]=[C:29]3[C:34]=2[C:33](=[O:35])[N:32]([CH3:36])[C:31](=[O:37])[N:30]3[CH3:38])[CH:23]=[CH:24][CH:25]=1 |f:0.1|. Procedure: Tetra-n-butylammonium fluoride solution (1.0M, 24.8 mL, 24.8 mmol) was added to a suspension of 5-(3-fluorophenyl)-1,3-dimethyl-6-((2-(trimethylsilyl)ethoxy)methyl)-1H-pyrrolo[3,4-d]pyrimidine-2,4(3H,6H)-dione (1.00 g, 2.48 mmol) in THF (7 mL), and the mixture was stirred at 60° C. for 2 hours, then cooled to room temperature and stirred for 4 hours. The mixture was concentrated under vacuum and the residue was dissolved in ethyl acetate (50 mL). The mixture was washed with water (3×25 mL) and b... The reactants are [H-].[H-].[H-].[H-].[Li+].[Al+3] (LAH), [Si](C)(C)(C)C#N (TMSCN), Na2SO4.10H2O, CC1=CC(=NC=C1)C(CCC)=O (1-(4-methylpyridin-2-yl)butan-1-one), cyanohydrin. The reagents and catalysts are [Zn+2].[I-].[I-] (ZnI2). Run in C1CCOC1 (THF), C1CCOC1 (THF). The product is NCC(CCC)(O)C1=NC=CC(=C1)C (1-amino-2-(4-methylpyridin-2-yl)pentan-2-ol). Isolated yield 74.5%. As a reaction SMILES: [Si]([C:5]#[N:6])(C)(C)C.[CH3:7][C:8]1[CH:13]=[CH:12][N:11]=[C:10]([C:14](=[O:18])[CH2:15][CH2:16][CH3:17])[CH:9]=1.[H-].[H-].[H-].[H-].[Li+].[Al+3]>C1COCC1.[Zn+2].[I-].[I-]>[NH2:6][CH2:5][C:14]([C:10]1[CH:9]=[C:8]([CH3:7])[CH:13]=[CH:12][N:11]=1)([OH:18])[CH2:15][CH2:16][CH3:17] |f:2.3.4.5.6.7,9.10.11|. Reported procedure: TMSCN (0.3 mL, 2.28 mmol) followed by ZnI2 (51 mg, 0.16 mmol) were sequentially added to neat 1-(4-methylpyridin-2-yl)butan-1-one (372 mg, 2.28 mmol) with stirring under Ar. Reaction stirred at rt for 4 hours. THF (6 mL) was added to cyanohydrin, then this was slowly added dropwise over 10 min via cannula to LAH (140 mg, 3.6 mmol) in THF (10 mL) with stirring under Ar. Reaction warmed as addition progressed. Once addition was ended, reaction heated to reflux for 1 hour, then cooled to rt then in... Starting materials: O=C(O)c1cc2ccccc2o1, Cc1ccc(CN)cc1. The reagents and catalysts are CCN=C=NCCCN(C)C.Cl (EDC-HCl), CCN(CC)CC (TEA), C1=CC=C2C(=C1)N=NN2O (HOBt). Run in CN(C)C=O (DMF), CN(C)C=O (DMF), CN(C)C=O (DMF), CN(C)C=O (DMF), CN(C)C=O (DMF), CN(C)C=O (DMF). Reaction conditions: temperature 25 celsius, time 2 hour. Yields the product Cc1ccc(CNC(=O)c2cc3ccccc3o2)cc1. Isolated yield 76.1%. RXN SMILES: Cc1ccc(CN)cc1.O=C(O)c1cc2ccccc2o1.CCN=C=NCCCN(C)C.Cl.C1=CC=C2C(=C1)N=NN2O.CCN(CC)CC.CN(C)C=O>>Cc1ccc(CNC(=O)c2cc3ccccc3o2)cc1. Starting materials: [Na] (sodium), Cl (hydrochloric acid), C(C)(=O)N[C@H]1C=C[C@H](C1)C(=O)OC ((±)-cis-Methyl 4-acetamido-2-cyclopentene 1-carboxylate), C[O-].[Na+] (sodium methoxide). Run in CO (methanol), CO (methanol). Run at temperature 25 celsius, time 2 hour. Product: C(C)(=O)NC1CC=C(C1)C(=O)OC ((±)-Methyl 4-acetamido-1-cyclopentene-1-carboxylate). Yield: 111.0%. As a reaction SMILES: [C:1]([NH:4][C@@H:5]1[CH2:9][C@H:8]([C:10]([O:12][CH3:13])=[O:11])[CH:7]=[CH:6]1)(=[O:3])[CH3:2].C[O-].[Na+].[Na].Cl>CO>[C:1]([NH:4][CH:5]1[CH2:9][C:8]([C:10]([O:12][CH3:13])=[O:11])=[CH:7][CH2:6]1)(=[O:3])[CH3:2] |f:1.2,^1:16|. Procedure details: (±)-cis-Methyl 4-acetamido-2-cyclopentene 1-carboxylate [S. Daluge and R. Vince, J. Org. Chem. 1978. 43, 2311](3.90 g, 21.3 mmol) was dissolved in dry methanol (25 mL) and added to a solution of sodium methoxide prepared from sodium (0.98 g, 43 m.equiv.) and dry methanol (150 mL). This solution was stirred at 25° C. for 2.0 hours and then neutralized with 1 N hydrochloric acid. The solution was concentrated to 40 mL and extracted with chloroform (3×75 mL). The chloroform was dried (MgSO4) and ev... Procedure: According to the procedure described in Example 1(b) for the preparation of N-(2,2-dimethyl-1(S)-methylcarbamoylpropyl)-3(R)-(3-phenyl-1H-pyrrol-1-yl)succinamic acid benzyl ester, N-(2-benzyloxycarbonyloxy-1(S)-phenyl-ethyl)-3(R)-(t-butoxycarbonylarnino)succinamic acid benzyl ester and 2,5-dimethoxy-3-(4-pyridin-4-yl-phenyl)-tetrahydrofuran (prepared as described in Example 5(a)) were condensed in wet 1,2-dichloroethane at 80-90° C. after 18 hours. Flash column chromatagraphy with 4% MeOH/CH2Cl2... The yield is 56.0%. Solvent: ClCCCl (1,2-dichloroethane). The reactants are C(C1=CC=CC=C1)OC(C[C@H](C(=O)N[C@@H](C(C)(C)C)C(NC)=O)N1C=C(C=C1)C1=CC=CC=C1)=O (N-(2,2-dimethyl-1(S)-methylcarbamoylpropyl)-3(R)-(3-phenyl-1H-pyrrol-1-yl)succinamic acid benzyl ester), C(C1=CC=CC=C1)OC(C[C@H](C(=O)N[C@H](COC(=O)OCC1=CC=CC=C1)C1=CC=CC=C1)NC(=O)OC(C)(C)C)=O (N-(2-benzyloxycarbonyloxy-1(S)-phenyl-ethyl)-3(R)-(t-butoxycarbonylarnino)succinamic acid benzyl ester), CC([C@@H](CO)NC([C@@H](CC(=O)O)N1C=C(C=C1)C1=CC=C(C=C1)C1=CC=NC=C1)=O)(C)C (N-[2,2-Dimethyl-1(S)-(hydroxymethyl)propyl]-3(R)-[3-[4-(pyridin-4-yl)phenyl]-1H-pyrrol-1-yl]succinamic Acid), CO.C(Cl)Cl (MeOH CH2Cl2). The product is C(C1=CC=CC=C1)OC(C[C@H](C(=O)N[C@H](COC(=O)OCC1=CC=CC=C1)C1=CC=CC=C1)N1C=C(C=C1)C1=CC=C(C=C1)C1=CC=NC=C1)=O (N-(2-benzyloxycarbonyloxy-1(S)-phenylethyl)-3(R)-[3-[4-(pyridin-4-yl)phenyl]-1H-pyrrol-1-yl]succinamic acid benzyl ester). As a reaction SMILES: C(OC(=O)C[C@@H](N1C=CC(C2C=CC=CC=2)=C1)C(N[C@H](C(=O)NC)C(C)(C)C)=O)C1C=CC=CC=1.[CH2:36]([O:43][C:44](=[O:77])[CH2:45][C@@H:46]([NH:69][C:70](OC(C)(C)C)=O)[C:47]([NH:49][C@@H:50]([C:63]1[CH:68]=[CH:67][CH:66]=[CH:65][CH:64]=1)[CH2:51][O:52][C:53]([O:55][CH2:56][C:57]1[CH:62]=[CH:61][CH:60]=[CH:59][CH:58]=1)=[O:54])=[O:48])[C:37]1[CH:42]=[CH:41][CH:40]=[CH:39][CH:38]=1.CC(C)(C)[C@H](NC(=O)[C@H](N1C=[CH:93][C:92]([C:95]2[CH:100]=[CH:99][C:98]([C:101]3[CH:106]=[CH:105][N:104]=[CH:103][CH:102]=3)=[CH:97][CH:96]=2)=[CH:91]1)CC(O)=O)CO.CO.C(Cl)Cl>ClCCCl>[CH2:36]([O:43][C:44](=[O:77])[CH2:45][C@@H:46]([N:69]1[CH:70]=[CH:91][C:92]([C:95]2[CH:100]=[CH:99][C:98]([C:101]3[CH:106]=[CH:105][N:104]=[CH:103][CH:102]=3)=[CH:97][CH:96]=2)=[CH:93]1)[C:47]([NH:49][C@@H:50]([C:63]1[CH:68]=[CH:67][CH:66]=[CH:65][CH:64]=1)[CH2:51][O:52][C:53]([O:55][CH2:56][C:57]1[CH:58]=[CH:59][CH:60]=[CH:61][CH:62]=1)=[O:54])=[O:48])[C:37]1[CH:38]=[CH:39][CH:40]=[CH:41][CH:42]=1 |f:3.4|.